Dataset: the Open Reaction Database (ORD), a public repository of structured organic reaction records. Task: describe an organic reaction: reactants, conditions, products, and yield Reactants: COC=1C=C(C=O)C=CC1OCC=1N=C(OC1C)C=1OC=CC1 (3-methoxy-4-[2-(2-furyl)-5-methyl-4-oxazolylmethoxy]benzaldehyde), COC(=O)CP(=O)(OC)OC (trimethyl phosphonoacetate). The product is COC=1C=C(C=CC(=O)OC)C=CC1OCC=1N=C(OC1C)C=1OC=CC1 (methyl 3-methoxy-4-[2-(2-furyl)-5-methyl-4-oxazolylmethoxy]cinnamate). The yield is 90.0%. RXN SMILES: [CH3:1][O:2][C:3]1[CH:4]=[C:5]([CH:8]=[CH:9][C:10]=1[O:11][CH2:12][C:13]1[N:14]=[C:15]([C:19]2[O:20][CH:21]=[CH:22][CH:23]=2)[O:16][C:17]=1[CH3:18])[CH:6]=O.[CH3:24][O:25][C:26]([CH2:28]P(OC)(OC)=O)=[O:27]>>[CH3:1][O:2][C:3]1[CH:4]=[C:5]([CH:8]=[CH:9][C:10]=1[O:11][CH2:12][C:13]1[N:14]=[C:15]([C:19]2[O:20][CH:21]=[CH:22][CH:23]=2)[O:16][C:17]=1[CH3:18])[CH:6]=[CH:28][C:26]([O:25][CH3:24])=[O:27]. Procedure: According to the same manner as that described in Reference Example 1, 3-methoxy-4-[2-(2-furyl)-5-methyl-4-oxazolylmethoxy]benzaldehyde was reacted with trimethyl phosphonoacetate to give methyl 3-methoxy-4-[2-(2-furyl)-5-methyl-4-oxazolylmethoxy]cinnamate (yield: 90%). This product was recrystallized from dichloromethane-diethyl ether. Colorless prisms, mp: 129-130° C. The reactants are CCOC(=O)c1cccc2nc(Br)sc12, CCc1[nH]c(C(=O)NC2CCN(C(=O)OC(C)(C)C)CC2NC(CC)CC)nc1Cl, Cl, [Na+], [Na+], O=C([O-])[O-], C1COCCO1. Product: CCOC(=O)c1cccc2nc(N3CCC(NC(=O)c4nc(Cl)c(CC)[nH]4)C(NC(CC)CC)C3)sc12. Reaction SMILES: [Br:38][c:39]1[s:40][c:41]2[c:42]([n:43]1)[cH:44][cH:45][cH:46][c:47]2[C:48](=[O:49])[O:50][CH2:51][CH3:52].[Cl:1][c:2]1[n:3][c:4]([C:9](=[O:10])[NH:11][CH:12]2[CH:13]([NH:25][CH:26]([CH2:27][CH3:28])[CH2:29][CH3:30])[CH2:14][N:15]([C:18]([O:19][C:20]([CH3:21])([CH3:22])[CH3:23])=[O:24])[CH2:16][CH2:17]2)[nH:5][c:6]1[CH2:7][CH3:8].[ClH:37].[Na+:53].[Na+:54].[O-:55][C:56](=[O:57])[O-:58].[O:31]1[CH2:32][CH2:33][O:34][CH2:35][CH2:36]1>>[Cl:1][c:2]1[n:3][c:4]([C:9](=[O:10])[NH:11][CH:12]2[CH:13]([NH:25][CH:26]([CH2:27][CH3:28])[CH2:29][CH3:30])[CH2:14][N:15]([c:39]3[s:40][c:41]4[c:42]([n:43]3)[cH:44][cH:45][cH:46][c:47]4[C:48](=[O:49])[O:50][CH2:51][CH3:52])[CH2:16][CH2:17]2)[nH:5][c:6]1[CH2:7][CH3:8].